The task is: describe an organic reaction: reactants, conditions, products, and yield. This data is from the Open Reaction Database (ORD), a public repository of structured organic reaction records. The reactants are N#CCC(=O)O, CCOC(=O)c1c(-c2cc(C)c(I)s2)csc1N, CC#N, ClCCl, [Na+], O=C([O-])O. Product: CCOC(=O)c1c(-c2cc(C)c(I)s2)csc1NC(=O)CC#N. RXN SMILES: [C:1](#[N:2])[CH2:3][C:4](=[O:5])[OH:6].[CH2:7]([CH3:8])[O:9][C:10](=[O:11])[c:12]1[c:13](-[c:18]2[s:19][c:20]([I:24])[c:21]([CH3:23])[cH:22]2)[cH:14][s:15][c:16]1[NH2:17].[CH3:30][C:31]#[N:32].[Cl:33][CH2:34][Cl:35].[Na+:29].[O-:25][C:26]([OH:27])=[O:28]>>[C:1](#[N:2])[CH2:3][C:4](=[O:5])[NH:17][c:16]1[c:12]([C:10]([O:9][CH2:7][CH3:8])=[O:11])[c:13](-[c:18]2[s:19][c:20]([I:24])[c:21]([CH3:23])[cH:22]2)[cH:14][s:15]1. Starting materials: Cl.Cl.N[C@H]1[C@@H](C1)C1=CC=C(C=C1)NC(C1=CC(=CC=C1)N1CCCCC1)=O (N-{4-[trans-2-aminocyclopropyl]phenyl}-3-(piperidin-1-yl)benzamide dihydrochloride), C(C1=CC=CC=C1)=O (benzaldehyde), C(O)([O-])=O.[Na+] (sodium hydrogen carbonate), [BH4-].[Na+] (sodium borohydride). The solvent is CO (methanol), O (water). Run at temperature 70 celsius, time 1 hour. The product is C(C1=CC=CC=C1)N[C@H]1[C@@H](C1)C1=CC=C(C=C1)NC(C1=CC(=CC=C1)N1CCCCC1)=O (N-{4-[trans-2-(benzylamino)cyclopropyl]phenyl}-3-(piperidin-1-yl)benzamide). RXN SMILES: Cl.Cl.[NH2:3][C@@H:4]1[CH2:6][C@H:5]1[C:7]1[CH:12]=[CH:11][C:10]([NH:13][C:14](=[O:27])[C:15]2[CH:20]=[CH:19][CH:18]=[C:17]([N:21]3[CH2:26][CH2:25][CH2:24][CH2:23][CH2:22]3)[CH:16]=2)=[CH:9][CH:8]=1.[CH:28](=O)[C:29]1[CH:34]=[CH:33][CH:32]=[CH:31][CH:30]=1.C(=O)([O-])O.[Na+].[BH4-].[Na+]>CO.O>[CH2:28]([NH:3][C@@H:4]1[CH2:6][C@H:5]1[C:7]1[CH:8]=[CH:9][C:10]([NH:13][C:14](=[O:27])[C:15]2[CH:20]=[CH:19][CH:18]=[C:17]([N:21]3[CH2:26][CH2:25][CH2:24][CH2:23][CH2:22]3)[CH:16]=2)=[CH:11][CH:12]=1)[C:29]1[CH:34]=[CH:33][CH:32]=[CH:31][CH:30]=1 |f:0.1.2,4.5,6.7|. Procedure details: To a solution of N-{4-[trans-2-aminocyclopropyl]phenyl}-3-(piperidin-1-yl)benzamide dihydrochloride (64.2 mg) in methanol (2 mL) were added benzaldehyde (16 μL) and sodium hydrogen carbonate (19.8 mg). The reaction mixture was stirred at 70° C. for 1 hr, and ice-cooled to 0° C. and sodium borohydride (8.9 mg) was added. The mixture was stirred for 1 hr and water was added. The mixture was extracted with ethyl acetate, and the extract was washed with saturated brine and dried over anhydrous sodiu... Starting materials: ClCCl, CSCC(C)C(=O)Nc1sc(-c2cncc(F)c2)nc1C, O=C([O-])Cc1ccccc1CC(=O)OI, N#CN. The product is Cc1nc(-c2cncc(F)c2)sc1NC(=O)C(C)CS(C)(=O)=NC#N. RXN SMILES: [Cl:40][CH2:41][Cl:42].[F:1][c:2]1[cH:3][c:4](-[c:8]2[s:9][c:10]([NH:14][C:15]([CH:16]([CH2:17][S:18][CH3:19])[CH3:20])=[O:21])[c:11]([CH3:13])[n:12]2)[cH:5][n:6][cH:7]1.[I:25][O:26][C:27](=[O:28])[CH2:29][c:30]1[c:31]([CH2:32][C:33]([O-:34])=[O:35])[cH:36][cH:37][cH:38][cH:39]1.[NH2:22][C:23]#[N:24]>>[F:1][c:2]1[cH:3][c:4](-[c:8]2[s:9][c:10]([NH:14][C:15]([CH:16]([CH2:17][S:18]([CH3:19])(=[N:22][C:23]#[N:24])=[O:26])[CH3:20])=[O:21])[c:11]([CH3:13])[n:12]2)[cH:5][n:6][cH:7]1. Reactants: NC1=C2C(C(=CN(C2=CC(=C1F)F)C1CC1)C(=O)O)=O (5-Amino-1-cyclopropyl-6,7-difluoro-1,4-dihydro-4-oxoquinoline-3-carboxylic acid), CN1CCNCC1 (1-methylpiperazine). The product is NC1=C2C(C(=CN(C2=CC(=C1F)N1CCN(CC1)C)C1CC1)C(=O)O)=O (5-amino-1-cyclopropyl-6-fluoro-7-(4-methyl-1-piperazinyl)-1,4-dihydro-4-oxoquinoline-3-carboxylic acid). RXN SMILES: [NH2:1][C:2]1[C:11]([F:12])=[C:10](F)[CH:9]=[C:8]2[C:3]=1[C:4](=[O:20])[C:5]([C:17]([OH:19])=[O:18])=[CH:6][N:7]2[CH:14]1[CH2:16][CH2:15]1.[CH3:21][N:22]1[CH2:27][CH2:26][NH:25][CH2:24][CH2:23]1>>[NH2:1][C:2]1[C:11]([F:12])=[C:10]([N:25]2[CH2:26][CH2:27][N:22]([CH3:21])[CH2:23][CH2:24]2)[CH:9]=[C:8]2[C:3]=1[C:4](=[O:20])[C:5]([C:17]([OH:19])=[O:18])=[CH:6][N:7]2[CH:14]1[CH2:16][CH2:15]1. Procedure: 5-Amino-1-cyclopropyl-6,7-difluoro-1,4-dihydro-4-oxoquinoline-3-carboxylic acid and 1-methylpiperazine were reacted and worked up in the same way as in Example 1 to give 5-amino-1-cyclopropyl-6-fluoro-7-(4-methyl-1-piperazinyl)-1,4-dihydro-4-oxoquinoline-3-carboxylic acid. m.p. 216°-218° C. Starting materials: NCCN1C=C2N(C(N(C(C2=C1C1=CC(=CC=C1)Cl)=O)C)=O)C (6-(2-Amino-ethyl)-5-(3-chloro-phenyl)-1,3-dimethyl-1,6-dihydro-pyrrolo[3,4-d]pyrimidine-2,4-dione), BrC=1C=C(C=CC1)OC (3-bromoanisole). The product is NCCN1C=C2N(C(N(C(C2=C1C1=CC(=CC=C1)OC)=O)C)=O)C (6-(2-Aminoethyl)-5-(3-methoxyphenyl)-1,3-dimethyl-1H-pyrrolo[3,4-d]pyrimidine-2,4(3H,6H)-dione). Reaction SMILES: [NH2:1][CH2:2][CH2:3][N:4]1[C:12]([C:13]2[CH:18]=[CH:17][CH:16]=[C:15](Cl)[CH:14]=2)=[C:11]2[C:6]([N:7]([CH3:23])[C:8](=[O:22])[N:9]([CH3:21])[C:10]2=[O:20])=[CH:5]1.BrC1C=[C:27]([O:31]C)C=CC=1>>[NH2:1][CH2:2][CH2:3][N:4]1[C:12]([C:13]2[CH:18]=[CH:17][CH:16]=[C:15]([O:31][CH3:27])[CH:14]=2)=[C:11]2[C:6]([N:7]([CH3:23])[C:8](=[O:22])[N:9]([CH3:21])[C:10]2=[O:20])=[CH:5]1. Reported procedure: The title compound was prepared analogously to Intermediate B by replacing 1-bromo-3-chlorobenzene with 3-bromoanisole;